Dataset: the Open Reaction Database (ORD), a public repository of structured organic reaction records. Task: describe an organic reaction: reactants, conditions, products, and yield The reactants are CC(=O)OCC1CC(n2cnc3cc(Cl)c(Cl)cc32)C(OC(C)=O)C1OC(C)=O, CN(C)C=O, O=C1CCC(=O)N1Cl. Yields the product CC(=O)OCC1CC(n2c(Cl)nc3cc(Cl)c(Cl)cc32)C(OC(C)=O)C1OC(C)=O. Reaction SMILES: [C:1]([CH3:2])(=[O:3])[O:4][CH:5]1[CH:6]([O:26][C:27]([CH3:28])=[O:29])[CH:7]([CH2:21][O:22][C:23]([CH3:24])=[O:25])[CH2:8][CH:9]1[n:10]1[cH:11][n:12][c:13]2[c:14]1[cH:15][c:16]([Cl:20])[c:17]([Cl:19])[cH:18]2.[CH3:38][N:39]([CH3:40])[CH:41]=[O:42].[Cl:30][N:31]1[C:32](=[O:33])[CH2:34][CH2:35][C:36]1=[O:37]>>[C:1]([CH3:2])(=[O:3])[O:4][CH:5]1[CH:6]([O:26][C:27]([CH3:28])=[O:29])[CH:7]([CH2:21][O:22][C:23]([CH3:24])=[O:25])[CH2:8][CH:9]1[n:10]1[c:11]([Cl:30])[n:12][c:13]2[c:14]1[cH:15][c:16]([Cl:20])[c:17]([Cl:19])[cH:18]2.